This data is from the Open Reaction Database (ORD), a public repository of structured organic reaction records. The task is: describe an organic reaction: reactants, conditions, products, and yield Starting materials: C([O-])([O-])=O.[K+].[K+] (potassium carbonate), ClC1=C2C(=CNC2=CC=C1Cl)CC(=O)OC (methyl 4,5-dichloroindole-3-acetate). The solvent is O (water), CO (methanol). Product: ClC1=C2C(=CNC2=CC=C1Cl)CC(=O)O (4,5-dichloroindole-3-acetic acid). Isolated yield 72.1%. As a reaction SMILES: C(=O)([O-])[O-].[K+].[K+].[Cl:7][C:8]1[C:16]([Cl:17])=[CH:15][CH:14]=[C:13]2[C:9]=1[C:10]([CH2:18][C:19]([O:21]C)=[O:20])=[CH:11][NH:12]2>O.CO>[Cl:7][C:8]1[C:16]([Cl:17])=[CH:15][CH:14]=[C:13]2[C:9]=1[C:10]([CH2:18][C:19]([OH:21])=[O:20])=[CH:11][NH:12]2 |f:0.1.2|. Procedure: An aqueous solution prepared by dissolving 120 mg of potassium carbonate in 2.5 ml of water was added to a solution of 44 mg of methyl 4,5-dichloroindole-3-acetate in 5 ml of methanol. The mixture was refluxed for 1.5 hours, after which the methanol was removed by distillation under reduced pressure, and the aqueous solution thus obtained was extracted with ethyl acetate. The aqueous phase was acidified with 1N hydrochloric acid and extracted with ethyl acetate. The ethyl acetate phase was washe...